The task is: describe an organic reaction: reactants, conditions, products, and yield. This data is from the Open Reaction Database (ORD), a public repository of structured organic reaction records. Reactants: ClC1=NC(=CN=C1)Cl (2,6-Dichloropyrazine), CS(=O)(=O)C1=CC=C(C=C1)B(O)O ([4-(methylsulfonyl)phenyl]boronic acid), tetrakis(triphenylphospine)palladium, P(=O)([O-])([O-])[O-].[K+].[K+].[K+] (potassium phosphate). Solvent: CN(C=O)C (dimethylformamide). Yields the product ClC1=NC(=CN=C1)C1=CC=C(C=C1)S(=O)(=O)C (2-Chloro-6-[4-(methylsulfonyl)phenyl]pyrazine). Reaction SMILES: Cl[C:2]1[CH:7]=[N:6][CH:5]=[C:4]([Cl:8])[N:3]=1.[CH3:9][S:10]([C:13]1[CH:18]=[CH:17][C:16](B(O)O)=[CH:15][CH:14]=1)(=[O:12])=[O:11].P([O-])([O-])([O-])=O.[K+].[K+].[K+]>CN(C)C=O>[Cl:8][C:4]1[CH:5]=[N:6][CH:7]=[C:2]([C:16]2[CH:17]=[CH:18][C:13]([S:10]([CH3:9])(=[O:12])=[O:11])=[CH:14][CH:15]=2)[N:3]=1 |f:2.3.4.5|. Procedure details: 2,6-Dichloropyrazine (2.98 g, 20.0 mmol), [4-(methylsulfonyl)phenyl]boronic acid (2 g, 10.0 mmol), tetrakis(triphenylphospine)palladium (1.15 g, 1.0 mmol), potassium phosphate (10.2 g, 48 mmol) and dimethylformamide (90 ml) were heated to 80° C. for 16 hours. The solvent was removed in vacuo and the product was dissolved in chloroform and filtered through celite. The filtrate was washed with water then separated. The residue was purified by column chromatography eluting with a mixture of ethylac... The reactants are C(CCCCCC)C1=C(OC(=CC1=O)C)C (3-heptyl-2,6-dimethyl-4H-pyran-4-one), Cl.NO (hydroxylamine hydrochloride), C(C)(=O)[O-].[Na+] (sodium acetate), O (water). Run in C(C)O (ethanol). Yields the product C(CCCCCC)C1=C(N(C(=CC1=O)C)O)C (3-heptyl-1-hydroxy-2,6-dimethylpyridin-4(1H)-one). Reaction SMILES: [CH2:1]([C:8]1[C:13](=[O:14])[CH:12]=[C:11]([CH3:15])O[C:9]=1[CH3:16])[CH2:2][CH2:3][CH2:4][CH2:5][CH2:6][CH3:7].Cl.[NH2:18][OH:19].C([O-])(=O)C.[Na+].O>C(O)C>[CH2:1]([C:8]1[C:13](=[O:14])[CH:12]=[C:11]([CH3:15])[N:18]([OH:19])[C:9]=1[CH3:16])[CH2:2][CH2:3][CH2:4][CH2:5][CH2:6][CH3:7] |f:1.2,3.4|. Procedure: A mixture of trimethyl pyrone 1 (113 mg, 0.51 mmol), hydroxylamine hydrochloride (707 mg, 10.2 mmol), sodium acetate (835 mg, 10.2 mmol), water (1 mL), and ethanol (2 mL) was heated to reflux for 8 hr. After the reaction mixture was cooled to room temperature, filtered, and the filtrate was concentrated under diminished pressure. The residue was purified by chromatography on a silica gel column. Elution with 5:1 ethyl acetate/methanol gave 3-heptyl-1-hydroxy-2,6-dimethylpyridin-4(1H)-one (CPD-6)... As a reaction SMILES: [C:2]([O:3][C:4](=[O:5])[NH:9][CH2:10][CH2:11][CH2:12][CH2:13][CH2:14][CH2:15][C:16](=[O:17])[NH:18][CH2:19][c:20]1[c:21]2[c:25]([cH:26][cH:27][cH:28]1)[C:24](=[O:29])[N:23]([CH:30]1[C:31](=[O:37])[NH:32][C:33](=[O:36])[CH2:34][CH2:35]1)[C:22]2=[O:38])([CH3:6])([CH3:7])[CH3:8].[Cl:45][CH2:46][Cl:47].[ClH:1].[O:39]1[CH2:40][CH2:41][O:42][CH2:43][CH2:44]1>>[ClH:1].[NH2:9][CH2:10][CH2:11][CH2:12][CH2:13][CH2:14][CH2:15][C:16](=[O:17])[NH:18][CH2:19][c:20]1[c:21]2[c:25]([cH:26][cH:27][cH:28]1)[C:24](=[O:29])[N:23]([CH:30]1[C:31](=[O:37])[NH:32][C:33](=[O:36])[CH2:34][CH2:35]1)[C:22]2=[O:38]. Reactants: CC(C)(C)OC(=O)NCCCCCCC(=O)NCc1cccc2c1C(=O)N(C1CCC(=O)NC1=O)C2=O, ClCCl, Cl, C1COCCO1. Product: Cl, NCCCCCCC(=O)NCc1cccc2c1C(=O)N(C1CCC(=O)NC1=O)C2=O. Reactants: CO, CSCCC(C(=O)Nc1ccn(CC2COC(C)(C)O2)n1)N1CC(Oc2ccccc2Cl)=CC1=O, O, Cc1ccc(S(=O)(=O)O)cc1. Product: CSCCC(C(=O)Nc1ccn(CC(O)CO)n1)N1CC(Oc2ccccc2Cl)=CC1=O. Reaction SMILES: [CH3:48][OH:49].[Cl:1][c:2]1[c:3]([O:4][C:5]2=[CH:6][C:7](=[O:31])[N:8]([CH:10]([C:11](=[O:12])[NH:13][c:14]3[n:15][n:16]([CH2:19][CH:20]4[O:21][C:22]([CH3:25])([CH3:26])[O:23][CH2:24]4)[cH:17][cH:18]3)[CH2:27][CH2:28][S:29][CH3:30])[CH2:9]2)[cH:32][cH:33][cH:34][cH:35]1.[OH2:36].[c:37]1([CH3:38])[cH:39][cH:40][c:41]([S:42]([OH:43])(=[O:44])=[O:45])[cH:46][cH:47]1>>[Cl:1][c:2]1[c:3]([O:4][C:5]2=[CH:6][C:7](=[O:31])[N:8]([CH:10]([C:11](=[O:12])[NH:13][c:14]3[n:15][n:16]([CH2:19][CH:20]([OH:21])[CH2:24][OH:23])[cH:17][cH:18]3)[CH2:27][CH2:28][S:29][CH3:30])[CH2:9]2)[cH:32][cH:33][cH:34][cH:35]1. Starting materials: C1CCOC1, [Cl-], [H-], [NH4+], [Na+], O=C1CCc2ccccc21, S=C=Nc1ccccc1. Yields the product O=C1c2ccccc2CC1C(=S)Nc1ccccc1. RXN SMILES: [CH2:24]1[O:25][CH2:26][CH2:27][CH2:28]1.[Cl-:22].[H-:2].[NH4+:23].[Na+:1].[O:3]=[C:4]1[CH2:5][CH2:6][c:7]2[cH:8][cH:9][cH:10][cH:11][c:12]21.[c:13]1([N:19]=[C:20]=[S:21])[cH:14][cH:15][cH:16][cH:17][cH:18]1>>[O:3]=[C:4]1[CH:5]([C:20]([NH:19][c:13]2[cH:14][cH:15][cH:16][cH:17][cH:18]2)=[S:21])[CH2:6][c:7]2[cH:8][cH:9][cH:10][cH:11][c:12]21.